Dataset: the Open Reaction Database (ORD), a public repository of structured organic reaction records. Task: describe an organic reaction: reactants, conditions, products, and yield Reactants: C(C)OC(C(CCC1=CC=CC=C1)=O)=O (ethyl-4-phenyl-2-oxobutyrate), [H][H] (hydrogen), ( R ). Solvent: C1(=CC=CC=C1)C.CO (toluene methanol). Yields the product C(C)OC(C(CCC1=CC=CC=C1)O)=O (ethyl-4-phenyl-2-hydroxybutyrate). Reaction SMILES: [CH2:1]([O:3][C:4](=[O:15])[C:5](=[O:14])[CH2:6][CH2:7][C:8]1[CH:13]=[CH:12][CH:11]=[CH:10][CH:9]=1)[CH3:2].[H][H]>C1(C)C=CC=CC=1.CO>[CH2:1]([O:3][C:4](=[O:15])[CH:5]([OH:14])[CH2:6][CH2:7][C:8]1[CH:13]=[CH:12][CH:11]=[CH:10][CH:9]=1)[CH3:2] |f:2.3|. Procedure: The general procedure described in Example B1 is repeated, with the following modifications to the reaction conditions: ethyl-4-phenyl-2-oxobutyrate (substrate): 0.352 g (1.7 mmol); solvent: 10 ml of toluene/methanol (1:1); hydrogen: 50 bar, temperature: 50° C.; reaction time: 19 hours. The conversion is 100%, ee: 44% (R). Reported procedure: Cis-N2-(4-{4-Amino-1-[4-(4-methylpiperazino)cyclohexyl]-1H-pyrazolo[3,4-d]pyrimidin-3-yl}phenyl)-5-methyl-1,3-benzoxazol-2-amine was prepared from cis-3-(4-aminophenyl)-1-[4-(4-methylpiperazino)cyclohexyl]-1H-pyrazolo[3,4-d]pyrimidin-4-amine (0.057 g, 0.140 mmol) and 2-amino-p-cresol (0.017 g, 0.140 mmol) in a manner similar to that used for cis-N2-(4-{4-amino-1-[4-(4-methylpiperazino)cyclohexyl]-1H-pyrazolo[3,4-d]pyrimidin-3-yl)phenyl)-4-methyl-1,3-benzoxazol-2-amine. The compound was formed as... The product is NC1=C2C(=NC=N1)N(N=C2C2=CC=C(C=C2)NC=2OC1=C(N2)C=C(C=C1)C)[C@@H]1CC[C@@H](CC1)N1CCN(CC1)C (Cis-N2-(4-{4-Amino-1-[4-(4-methylpiperazino)cyclohexyl]-1H-pyrazolo[3,4-d]pyrimidin-3-yl}phenyl)-5-methyl-1,3-benzoxazol-2-amine), solid. Starting materials: NC1=C2C(=NC=N1)N(N=C2C2=CC=C(C=C2)NC=2OC1=C(N2)C(=CC=C1)C)[C@@H]1CC[C@@H](CC1)N1CCN(CC1)C (cis-N2-(4-{4-amino-1-[4-(4-methylpiperazino)cyclohexyl]-1H-pyrazolo[3,4-d]pyrimidin-3-yl)phenyl)-4-methyl-1,3-benzoxazol-2-amine), NC1=CC=C(C=C1)C1=NN(C2=NC=NC(=C21)N)[C@@H]2CC[C@@H](CC2)N2CCN(CC2)C (cis-3-(4-aminophenyl)-1-[4-(4-methylpiperazino)cyclohexyl]-1H-pyrazolo[3,4-d]pyrimidin-4-amine), NC1=CC(=CC=C1O)C (2-amino-p-cresol). Reaction SMILES: NC1C=CC(C2C3C(=NC=NC=3N)N([C@H]3CC[C@@H](N4CCN(C)CC4)CC3)N=2)=CC=1.[NH2:31][C:32]1[C:37]([OH:38])=[CH:36][CH:35]=[C:34]([CH3:39])[CH:33]=1.[NH2:40][C:41]1[N:46]=[CH:45][N:44]=[C:43]2[N:47]([C@H:67]3[CH2:72][CH2:71][C@@H:70]([N:73]4[CH2:78][CH2:77][N:76]([CH3:79])[CH2:75][CH2:74]4)[CH2:69][CH2:68]3)[N:48]=[C:49]([C:50]3[CH:55]=[CH:54][C:53]([NH:56][C:57]4OC5C=CC=C(C)C=5N=4)=[CH:52][CH:51]=3)[C:42]=12>>[NH2:40][C:41]1[N:46]=[CH:45][N:44]=[C:43]2[N:47]([C@H:67]3[CH2:72][CH2:71][C@@H:70]([N:73]4[CH2:74][CH2:75][N:76]([CH3:79])[CH2:77][CH2:78]4)[CH2:69][CH2:68]3)[N:48]=[C:49]([C:50]3[CH:55]=[CH:54][C:53]([NH:56][C:57]4[O:38][C:37]5[CH:36]=[CH:35][C:34]([CH3:39])=[CH:33][C:32]=5[N:31]=4)=[CH:52][CH:51]=3)[C:42]=12. Isolated yield 13.0%. The reactants are ONC(=O)C=1C=C(C=C(C1)C(=O)OCC)C(=O)OCC (diethyl 5-[(hydroxyamino)carbonyl]-1,3-benzenedicarboxylate), [OH-].[Na+] (NaOH). Solvent: CC(=O)C (acetone). Reaction conditions: time 2 hour. The product is ONC(=O)C=1C=C(C=C(C1)C(=O)O)C(=O)O (5-[(hydroxyamino)carbonyl]-1,3-benzene-dicarboxylic Acid). Isolated yield 42.6%. Reaction SMILES: [OH:1][NH:2][C:3]([C:5]1[CH:6]=[C:7]([C:16]([O:18]CC)=[O:17])[CH:8]=[C:9]([C:11]([O:13]CC)=[O:12])[CH:10]=1)=[O:4].[OH-].[Na+]>CC(C)=O>[OH:1][NH:2][C:3]([C:5]1[CH:6]=[C:7]([C:16]([OH:18])=[O:17])[CH:8]=[C:9]([C:11]([OH:13])=[O:12])[CH:10]=1)=[O:4] |f:1.2|. Procedure details: To a solution of diethyl 5-[(hydroxyamino)carbonyl]-1,3-benzenedicarboxylate (0.281 g, 1.0 mmol) in acetone (5 mL) was added 1.0 N NaOH (5 mL) at room temperature, and the mixture was stirred at room temperature for 2 hours. The solvent was removed under reduced pressure and the residue was taken up with 1 N HCl (15 nL) to give white precipitate. This material was dried under vacuum to give 0.096 g of white solid (43% yield). Reactants: FC(C1=CC=C(C=C1)Br)(F)F (4-(trifluoromethyl)bromobenzene), C[O-].[Na+] (sodium methoxide), CO (methanol). The solvent is O (water). Run at temperature 150 celsius, time 6 hour. Product: FC(C1=CC=C(C=C1)OC)(F)F (4-(trifluoromethyl)anisole). Isolated yield 62.5%. RXN SMILES: [F:1][C:2]([F:11])([F:10])[C:3]1[CH:8]=[CH:7][C:6](Br)=[CH:5][CH:4]=1.[CH3:12][O-:13].[Na+].CO>O>[F:1][C:2]([F:11])([F:10])[C:3]1[CH:8]=[CH:7][C:6]([O:13][CH3:12])=[CH:5][CH:4]=1 |f:1.2|. Procedure: 100 g (0.445 mol) of 4-(trifluoromethyl)bromobenzene, 120 g (2.22 mol) of sodium methoxide, and 300 ml of methanol were mixed together in a pressurized reaction vessel, followed by stirring for 6 hr at 150° C. under tight sealing. The resulting reaction mixture was poured into water, followed by extraction with n-hexane. The resulting organic layer was washed with water, followed by drying with magnesium sulfate anhydride and removal of the solvent by distillation. The obtained residue was purif... The reactants are C(C)(=O)OCC (ethyl acetate), polyisocyanate, CC(C)(C)NCC(C=1C=CC=CC1Cl)O (tulobuterol), C(CCCCCCCCCCCCC)(=O)OC(C)C (isopropyl myristate), polyester, polyester. Product: C(C=C)(=O)OCC(CCCC)CC (2-Ethylhexyl acrylate), C(C=C)(=O)O (acrylic acid). As a reaction SMILES: CC(NC[CH:7]([OH:15])[C:8]1[CH:9]=[CH:10][CH:11]=[CH:12][C:13]=1Cl)(C)C.[C:16]([O:31]C(C)C)(=[O:30])[CH2:17][CH2:18]CCCCCCCCCCC.[C:35](OCC)(=O)C>>[C:16]([O:15][CH2:7][CH:8]([CH2:13][CH3:12])[CH2:9][CH2:10][CH2:11][CH3:35])(=[O:30])[CH:17]=[CH2:18].[C:16]([OH:31])(=[O:30])[CH:17]=[CH2:18]. Reported procedure: 2-Ethylhexyl acrylate (95 parts) and acrylic acid (5 parts) were polymerized in ethyl acetate under an inert gas atmosphere to give an acrylic adhesive solution. To this solution was added tulobuterol and isopropyl myristate as an additive so that their contents in the plaster layer were 20% and 30%, respectively, and the mixture was stirred well. As a crosslinking agent, a polyisocyanate compound (trademark CORONATE HL, manufactured by NIPPON POLYURETHANE INDUSTRY CO., LTD.) was added in a prop... Reaction conditions: temperature 40 celsius, time 2 hour. The reactants are C(C)(=O)[O-] (acetate), ClCC1=NC2=CC3=C(C=C2C(N1)=O)CCC3 (2-chloromethyl-3,4,7,8-tetrahydro-6H-cyclopenta[g]quinazolin-4-one). Reaction SMILES: C([O-])(=[O:3])C.Cl[CH2:6][C:7]1[NH:16][C:15](=[O:17])[C:14]2[C:9](=[CH:10][C:11]3[CH2:20][CH2:19][CH2:18][C:12]=3[CH:13]=2)[N:8]=1>CN(C=O)C>[OH:3][CH2:6][C:7]1[NH:16][C:15](=[O:17])[C:14]2[C:9](=[CH:10][C:11]3[CH2:20][CH2:19][CH2:18][C:12]=3[CH:13]=2)[N:8]=1. Procedure details: A solution of caesiun acetate (14.4 g, 75.2 mmol) in dry DMF (40 ml) was heated to 60° C. under argon for 30 min. The mixture was cooled to 40° C. and a suspension of 2-chloromethyl-3,4,7,8-tetrahydro-6H-cyclopenta[g]quinazolin-4-one (L. Skelton, V. Bavetsias, A. Jackman, WO 00/050417-A1; 2.2 g, 9.4 mmol) in dry DMF (60 ml) was added via a cannula. The mixture was heated to 80° C. under argon for 16 h. The mixture was cooled to room temperature and the solvent was removed in vacuo. The residue w... The solvent is CN(C)C=O (DMF), CN(C)C=O (DMF). Isolated yield 58.0%. Product: OCC1=NC2=CC3=C(C=C2C(N1)=O)CCC3 (2-Hydroxymethyl-3,4,7,8-tetrahydro-6H-cyclopenta[g]quinazolin-4-one). Starting materials: ClC1=NC=C(C=C1C(=O)N[C@@H](C)C1=CC=C(C(=O)OC(C)(C)C)C=C1)Cl (tert-Butyl 4-((1S)-1-{[(2,5-dichloropyridin-3-yl)carbonyl]amino}ethyl)benzoate), COC=1C=C(C=C(C1)C)O (3-methoxy-5-methylphenol). Reported procedure: The title compound was prepared according to the procedure described in step 2 of Example 45 from tert-butyl 4-((1S)-1-{[(2,5-dichloropyridin-3-yl)carbonyl]amino}ethyl)benzoate (step 1 of Example 45) and 3-methoxy-5-methylphenol: 1H-NMR (CDCl3) δ 8.54 (1H, d, J=2.6 Hz), 8.17 (2H, d, J=2.8 Hz), 7.95 (2H, dd, J=6.6, 1.8 Hz), 7.39 (2H, d, J=8.1 Hz), 6.67 (1H, br.s), 6.55–6.51 (2H, m), 5.40–5.30 (1H, m), 3.80 (3H, s), 2.37 (3H, s), 1.58 (9H, s), 1.57 (3H, d, J=6.8 Hz). The product is ClC=1C=C(C(=NC1)OC1=CC(=CC(=C1)C)OC)C(=O)N[C@@H](C)C1=CC=C(C(=O)OC(C)(C)C)C=C1 (tert-Butyl 4-[(1S)-1-({[5-chloro-2-(3-methoxy-5-methylphenoxy)pyridin-3-yl]carbonyl}amino)ethyl]benzoate). Reaction SMILES: Cl[C:2]1[C:7]([C:8]([NH:10][C@H:11]([C:13]2[CH:25]=[CH:24][C:16]([C:17]([O:19][C:20]([CH3:23])([CH3:22])[CH3:21])=[O:18])=[CH:15][CH:14]=2)[CH3:12])=[O:9])=[CH:6][C:5]([Cl:26])=[CH:4][N:3]=1.[CH3:27][O:28][C:29]1[CH:30]=[C:31]([OH:36])[CH:32]=[C:33]([CH3:35])[CH:34]=1>>[Cl:26][C:5]1[CH:6]=[C:7]([C:8]([NH:10][C@H:11]([C:13]2[CH:25]=[CH:24][C:16]([C:17]([O:19][C:20]([CH3:23])([CH3:22])[CH3:21])=[O:18])=[CH:15][CH:14]=2)[CH3:12])=[O:9])[C:2]([O:36][C:31]2[CH:32]=[C:33]([CH3:35])[CH:34]=[C:29]([O:28][CH3:27])[CH:30]=2)=[N:3][CH:4]=1.